From a dataset of the Open Reaction Database (ORD), a public repository of structured organic reaction records. describe an organic reaction: reactants, conditions, products, and yield The reactants are CC(C)(C)OC(=O)N1CCC(C(N)=O)CC1, ClC(Cl)(Cl)Cl, C1CCOC1, c1ccc(P(c2ccccc2)c2ccccc2)cc1. The product is CC(C)(C)OC(=O)N1CCC(C#N)CC1. Reaction SMILES: [C:1]([CH3:2])([CH3:3])([CH3:4])[O:5][C:6](=[O:7])[N:8]1[CH2:9][CH2:10][CH:11]([C:14]([NH2:15])=[O:16])[CH2:12][CH2:13]1.[C:41]([Cl:42])([Cl:43])([Cl:44])[Cl:45].[O:36]1[CH2:37][CH2:38][CH2:39][CH2:40]1.[c:17]1([P:18]([c:19]2[cH:20][cH:21][cH:22][cH:23][cH:24]2)[c:25]2[cH:26][cH:27][cH:28][cH:29][cH:30]2)[cH:31][cH:32][cH:33][cH:34][cH:35]1>>[C:1]([CH3:2])([CH3:3])([CH3:4])[O:5][C:6](=[O:7])[N:8]1[CH2:9][CH2:10][CH:11]([C:14]#[N:15])[CH2:12][CH2:13]1. Starting materials: N[C@H](C(=O)NCCC[C@@H](CO)N(CC(C)C)S(=O)(=O)C1=CC=C(C=C1)N)CC1=CC=CC2=CC=CC=C12 ((2S,4S)-2-Amino-N-{4-[(4-amino-benzenesulfonyl)-isobutyl-amino]-5-hydroxy-pentyl}-3-naphthalen-1-yl-propionamide), N[C@H](C(=O)NCCC[C@@H](CO)N(CC(C)C)S(=O)(=O)C1=CC=C(C=C1)N)CC1=CC=CC2=CC=CC=C12 ((2S,4S)-2-Amino-N-{4-[(4-amino-benzenesulfonyl)-isobutyl-amino]-5-hydroxy-pentyl}-3-naphthalen-1-yl-propionamide), COCC(=O)O (methoxyacetic acid). Yields the product NC1=CC=C(C=C1)S(=O)(=O)N([C@@H](CCCNC([C@H](CC1=CC=CC2=CC=CC=C12)NC(COC)=O)=O)CO)CC(C)C ((2S,4S)-N-{4-[(4-Amino-benzenesulfonyl)-isobutyl-amino]-5-hydroxy-pentyl}-2-(2-methoxy-acetylamino)-3-naphthalen-1-yl-propionamide). As a reaction SMILES: [NH2:1][C@@H:2]([CH2:27][C:28]1[C:37]2[C:32](=[CH:33][CH:34]=[CH:35][CH:36]=2)[CH:31]=[CH:30][CH:29]=1)[C:3]([NH:5][CH2:6][CH2:7][CH2:8][C@H:9]([N:12]([S:17]([C:20]1[CH:25]=[CH:24][C:23]([NH2:26])=[CH:22][CH:21]=1)(=[O:19])=[O:18])[CH2:13][CH:14]([CH3:16])[CH3:15])[CH2:10][OH:11])=[O:4].[CH3:38][O:39][CH2:40][C:41](O)=[O:42]>>[NH2:26][C:23]1[CH:22]=[CH:21][C:20]([S:17]([N:12]([CH2:13][CH:14]([CH3:16])[CH3:15])[C@H:9]([CH2:10][OH:11])[CH2:8][CH2:7][CH2:6][NH:5][C:3](=[O:4])[C@@H:2]([NH:1][C:41](=[O:42])[CH2:40][O:39][CH3:38])[CH2:27][C:28]2[C:37]3[C:32](=[CH:33][CH:34]=[CH:35][CH:36]=3)[CH:31]=[CH:30][CH:29]=2)(=[O:19])=[O:18])=[CH:25][CH:24]=1. Procedure details: The title compound was prepared from (2S,4S)-2-amino-N-{4-[(4-amino-benzenesulfonyl)-isobutyl-amino]-5-hydroxy-pentyl}-3-naphthalen-1-yl-propionamide (product of example 8) as described in general procedure E using methoxyacetic acid. The final product was obtained in 30% yield. Reactants: COC(C)(C)C, CN(C)CC1(c2ccc(O)cc2)CCOCC1, CC(C)N1CCC(OS(C)(=O)=O)CC1, [H-], [Na+], [Na+], CN(C)C=O, [OH-], O. The product is CC(C)N1CCC(Oc2ccc(C3(CN(C)C)CCOCC3)cc2)CC1. Reaction SMILES: [C:39]([O:40][CH3:41])([CH3:42])([CH3:43])[CH3:44].[CH3:1][N:2]([CH3:3])[CH2:4][C:5]1([c:11]2[cH:12][cH:13][c:14]([OH:17])[cH:15][cH:16]2)[CH2:6][CH2:7][O:8][CH2:9][CH2:10]1.[CH:20]([CH3:21])([CH3:22])[N:23]1[CH2:24][CH2:25][CH:26]([O:29][S:30]([CH3:31])(=[O:32])=[O:33])[CH2:27][CH2:28]1.[H-:19].[Na+:18].[Na+:47].[O:34]=[CH:35][N:36]([CH3:37])[CH3:38].[OH-:46].[OH2:45]>>[CH3:1][N:2]([CH3:3])[CH2:4][C:5]1([c:11]2[cH:12][cH:13][c:14]([O:17][CH:26]3[CH2:25][CH2:24][N:23]([CH:20]([CH3:21])[CH3:22])[CH2:28][CH2:27]3)[cH:15][cH:16]2)[CH2:6][CH2:7][O:8][CH2:9][CH2:10]1. The reactants are ClC1=CC(=C(C=C1)C(CC(=O)C1=CN(C(C=C1)=O)C)C1=CC=C(OC=2C=CC(=C(C(=O)O)C2)F)C=C1)C (5-{4-[1-(4-chloro-2-methyl-phenyl)-3-(1-methyl-6-oxo-1,6-dihydro-pyridin-3-yl)-3-oxo-propyl]-phenoxy}-2-fluoro-benzoic acid), Cl.NO (hydroxylamine hydrochloride), C(O)([O-])=O.[Na+] (sodium hydrogencarbonate). The product is ClC1=CC(=C(C=C1)C(C\C(\C1=CN(C(C=C1)=O)C)=N/O)C1=CC=C(OC=2C=CC(=C(C(=O)O)C2)F)C=C1)C (5-{4-[1-(4-Chloro-2-methyl-phenyl)-3-[(E)-hydroxyimino]-3-(1-methyl-6-oxo-1,6-dihydro-pyridin-3-yl)-propyl]-phenoxy}-2-fluoro-benzoic acid). Reaction SMILES: [Cl:1][C:2]1[CH:7]=[CH:6][C:5]([CH:8]([C:20]2[CH:36]=[CH:35][C:23]([O:24][C:25]3[CH:26]=[CH:27][C:28]([F:34])=[C:29]([CH:33]=3)[C:30]([OH:32])=[O:31])=[CH:22][CH:21]=2)[CH2:9][C:10]([C:12]2[CH:17]=[CH:16][C:15](=[O:18])[N:14]([CH3:19])[CH:13]=2)=O)=[C:4]([CH3:37])[CH:3]=1.Cl.[NH2:39][OH:40].C(=O)([O-])O.[Na+]>>[Cl:1][C:2]1[CH:7]=[CH:6][C:5]([CH:8]([C:20]2[CH:36]=[CH:35][C:23]([O:24][C:25]3[CH:26]=[CH:27][C:28]([F:34])=[C:29]([CH:33]=3)[C:30]([OH:32])=[O:31])=[CH:22][CH:21]=2)[CH2:9]/[C:10](=[N:39]\[OH:40])/[C:12]2[CH:17]=[CH:16][C:15](=[O:18])[N:14]([CH3:19])[CH:13]=2)=[C:4]([CH3:37])[CH:3]=1 |f:1.2,3.4|. Reported procedure: In analogy to example 151, step 3, 5-{4-[1-(4-chloro-2-methyl-phenyl)-3-(1-methyl-6-oxo-1,6-dihydro-pyridin-3-yl)-3-oxo-propyl]-phenoxy}-2-fluoro-benzoic acid was reacted with hydroxylamine hydrochloride in the presence of sodium hydrogencarbonate to give the title compound as a colourless solid, MS (ESI−): m/z=533.1 [M−H]−. The reactants are O1CCCC1 (tetrahydrofuran), CO (methanol), COC(CC1=CC=C(C=C1)C#CC=1C=C2C(CC(OC2=C(C1)CC#C[Si](C)(C)C)(C)C)(C)C)=O ({4-[2,2,4,4-tetramethyl-8-(3-trimethylsilanyl-prop-2-ynyl)-chroman-6-ylethynyl]-phenyl}-acetic acid methyl ester), COC(CC1=CC=C(C=C1)C#CC=1C=C2C(CC(OC2=C(C1)CC#C[Si](C)(C)C)(C)C)(C)C)=O ({4-[2,2,4,4-tetramethyl-8-(3-trimethylsilanyl-prop-2-ynyl)-chroman-6-ylethynyl]-phenyl}-acetic acid methyl ester), O.[OH-].[Li+] (lithium hydroxide monohydrate). The solvent is O (water). Yields the product CC1(OC2=C(C=C(C=C2C(C1)(C)C)C#CC1=CC=C(C=C1)CC(=O)O)CC#C)C (4-(2,2,4,4-Tetramethyl-8-prop-2-ynyl-chroman-6-ylethynyl)-phenyl -acetic acid), solid. The yield is 95.0%. RXN SMILES: C[O:2][C:3](=[O:34])[CH2:4][C:5]1[CH:10]=[CH:9][C:8]([C:11]#[C:12][C:13]2[CH:14]=[C:15]3[C:20](=[C:21]([CH2:23][C:24]#[C:25][Si](C)(C)C)[CH:22]=2)[O:19][C:18]([CH3:31])([CH3:30])[CH2:17][C:16]3([CH3:33])[CH3:32])=[CH:7][CH:6]=1.CO.O1CCCC1.O.[OH-].[Li+]>O>[CH3:30][C:18]1([CH3:31])[CH2:17][C:16]([CH3:32])([CH3:33])[C:15]2[C:20](=[C:21]([CH2:23][C:24]#[CH:25])[CH:22]=[C:13]([C:12]#[C:11][C:8]3[CH:7]=[CH:6][C:5]([CH2:4][C:3]([OH:34])=[O:2])=[CH:10][CH:9]=3)[CH:14]=2)[O:19]1 |f:3.4.5|. Reported procedure: Following general procedure K and using {4-[2,2,4,4-tetramethyl-8-(3-trimethylsilanyl-prop-2-ynyl)-chroman-6-ylethynyl]-phenyl}-acetic acid methyl ester (Compound 48, 0.105 g, 0.21 mmol), methanol (3 mL), tetrahydrofuran (3 mL), water (1.5 mL) and lithium hydroxide monohydrate (0.128 g, 3.07 mmol), the title compound was obtained as a pale yellow solid (0.077 g, 95%). 1H NMR (300 MHz, CDCl3): δ7.51 (d, 1H, J=2.2 Hz), 7.49 (d, 2H, J=8.2 Hz), 7.39 (d, 1H, J=2.2 Hz), 7.25 (d, 2H, J=8.2 Hz), 3.66 (s... Reactants: COCC1CC(OS(C)(=O)=O)CN1C(=O)OC(C)(C)C, CCOC(C)=O, CCCCCC, [N-]=[N+]=[N-], [Na+], CN(C)C=O, O. Product: COCC1CC(N=[N+]=[N-])CN1C(=O)OC(C)(C)C. RXN SMILES: [C:1]([CH3:2])([CH3:3])([CH3:4])[O:5][C:6](=[O:7])[N:8]1[CH:9]([CH2:18][O:19][CH3:20])[CH2:10][CH:11]([O:13][S:14]([CH3:15])(=[O:16])=[O:17])[CH2:12]1.[C:26]([O:27][CH2:28][CH3:29])(=[O:30])[CH3:31].[CH3:32][CH2:33][CH2:34][CH2:35][CH2:36][CH3:37].[N-:22]=[N+:23]=[N-:24].[Na+:21].[O:38]=[CH:39][N:40]([CH3:41])[CH3:42].[OH2:25]>>[C:1]([CH3:2])([CH3:3])([CH3:4])[O:5][C:6](=[O:7])[N:8]1[CH:9]([CH2:18][O:19][CH3:20])[CH2:10][CH:11]([N:22]=[N+:23]=[N-:24])[CH2:12]1. The reactants are ClCCl, O=S(Cl)Cl, O=C(O)Cn1c(-c2ccccc2)c(-c2ccccc2)oc1=O. Yields the product [Cl-], O=C(O)Cn1c(-c2ccccc2)c(-c2ccccc2)oc1=O. As a reaction SMILES: [CH2:27]([Cl:28])[Cl:29].[S:23]([Cl:24])([Cl:25])=[O:26].[c:1]1(-[c:7]2[n:8]([CH2:19][C:20](=[O:21])[OH:22])[c:9](=[O:18])[o:10][c:11]2-[c:12]2[cH:13][cH:14][cH:15][cH:16][cH:17]2)[cH:2][cH:3][cH:4][cH:5][cH:6]1>>[Cl-:25].[c:1]1(-[c:7]2[n:8]([CH2:19][C:20](=[O:21])[OH:22])[c:9](=[O:18])[o:10][c:11]2-[c:12]2[cH:13][cH:14][cH:15][cH:16][cH:17]2)[cH:2][cH:3][cH:4][cH:5][cH:6]1. Reactants: Br\C=C\C(C(CCCC)(C)C)O (1-bromo-4,4-dimethyl-trans-1-octen-3-ol), C1(=CC=CC=C1)C(C1=CC=CC=C1)(C1=CC=CC=C1)Br (triphenylmethyl bromide). Reported procedure: Treatment of 1.88 g. (8 moles) of 1-bromo-4,4-dimethyl-trans-1-octen-3-ol (Example 1174) with 2.58 g. (8 moles) of triphenylmethyl bromide in 20 ml. of pyridine and purification of Florisil®, all as described in Example 728 gives the title compound. The product is Br\C=C\C(C(CCCC)(C)C)OC(C1=CC=CC=C1)(C1=CC=CC=C1)C1=CC=CC=C1 (1-bromo-4,4-dimethyl-3-triphenylmethoxy-trans-1-octene). RXN SMILES: [Br:1]/[CH:2]=[CH:3]/[CH:4]([OH:12])[C:5]([CH3:11])([CH3:10])[CH2:6][CH2:7][CH2:8][CH3:9].[C:13]1([C:19](Br)([C:26]2[CH:31]=[CH:30][CH:29]=[CH:28][CH:27]=2)[C:20]2[CH:25]=[CH:24][CH:23]=[CH:22][CH:21]=2)[CH:18]=[CH:17][CH:16]=[CH:15][CH:14]=1>>[Br:1]/[CH:2]=[CH:3]/[CH:4]([O:12][C:19]([C:13]1[CH:18]=[CH:17][CH:16]=[CH:15][CH:14]=1)([C:26]1[CH:27]=[CH:28][CH:29]=[CH:30][CH:31]=1)[C:20]1[CH:21]=[CH:22][CH:23]=[CH:24][CH:25]=1)[C:5]([CH3:11])([CH3:10])[CH2:6][CH2:7][CH2:8][CH3:9]. Starting materials: C(#N)C=1C(=C2C=C(N(C2=CC1)CC(NO)=N)C1CC1)C(F)(F)F (2-[5-cyano-2-cyclopropyl-4-(trifluoromethyl)-1H-indol-1-yl]-N-hydroxyethanimidamide), FC(C1=CC(=NC=C1)C(=O)O)(F)F (4-(trifluoromethyl)-2-pyridinecarboxylic acid). The product is C1(CC1)C=1N(C2=CC=C(C(=C2C1)C(F)(F)F)C#N)CC1=NOC(=N1)C1=NC=CC(=C1)C(F)(F)F (2-Cyclopropyl-4-(trifluoromethyl)-1-({5-[4-(trifluoromethyl)-2-pyridinyl]-1,2,4-oxadiazol-3-yl}methyl)-1H-indole-5-carbonitrile). Reaction SMILES: [C:1]([C:3]1[C:4]([C:20]([F:23])([F:22])[F:21])=[C:5]2[C:9](=[CH:10][CH:11]=1)[N:8]([CH2:12][C:13](=[NH:16])[NH:14][OH:15])[C:7]([CH:17]1[CH2:19][CH2:18]1)=[CH:6]2)#[N:2].[F:24][C:25]([F:36])([F:35])[C:26]1[CH:31]=[CH:30][N:29]=[C:28]([C:32](O)=O)[CH:27]=1>>[CH:17]1([C:7]2[N:8]([CH2:12][C:13]3[N:16]=[C:32]([C:28]4[CH:27]=[C:26]([C:25]([F:35])([F:24])[F:36])[CH:31]=[CH:30][N:29]=4)[O:15][N:14]=3)[C:9]3[C:5]([CH:6]=2)=[C:4]([C:20]([F:22])([F:23])[F:21])[C:3]([C:1]#[N:2])=[CH:11][CH:10]=3)[CH2:19][CH2:18]1. Reported procedure: Synthesized as described in Example 72 from 2-[5-cyano-2-cyclopropyl-4-(trifluoromethyl)-1H-indol-1-yl]-N-hydroxyethanimidamide (Example 364B) and 4-(trifluoromethyl)-2-pyridinecarboxylic acid: 1H NMR (400 MHz, CDCl3) δ 9.01 (d, J=4.7 Hz, 1H), 8.33 (s, 1H), 7.75 (d, J=4.7 Hz, 1H), 7.68 (d, J=8.5 Hz 1H), 7.56 (d, J=8.5 Hz 1H), 6.49 (s, 1H), 5.70 (s, 2H), 2.14 (m, 1H), 1.16 (m, 2H), 0.90 (m, 2H); MS (ES) m/z 478 (M+1). The reactants are C(C)(=O)C=1C=CC=C(C1C(=O)OC)O (methyl 6-acetylsalicylate), [H-].[Na+] (sodium hydride), C1=CC=CC=C1 (benzene), ClN1NC(=CC(=N1)OC)OC (2-chloro-4,6-dimethoxytriazine), resultant mixture, resultant mixture. Solvent: O (water). Run at time 1 day. The product is C(C)(=O)C1=C(C(=O)OC)C(=CC=C1)ON1NC(=CC(=N1)OC)OC (methyl 2-acetyl-6-[(4,6-dimethoxytriazin-2-yl)oxy]benzoate). Yield: 66.6%. As a reaction SMILES: [C:1]([C:4]1[CH:5]=[CH:6][CH:7]=[C:8]([OH:14])[C:9]=1[C:10]([O:12][CH3:13])=[O:11])(=[O:3])[CH3:2].[H-].[Na+].C1C=CC=CC=1.Cl[N:24]1[N:29]=[C:28]([O:30][CH3:31])[CH:27]=[C:26]([O:32][CH3:33])[NH:25]1>O>[C:1]([C:4]1[CH:5]=[CH:6][CH:7]=[C:8]([O:14][N:24]2[N:25]=[C:26]([O:32][CH3:33])[CH:27]=[C:28]([O:30][CH3:31])[NH:29]2)[C:9]=1[C:10]([O:12][CH3:13])=[O:11])(=[O:3])[CH3:2] |f:1.2|. Procedure details: 1.0 g of methyl 6-acetylsalicylate was added to a suspension solution of 0.23 g of sodium hydride and 30 ml of benzene, and the resultant mixture was stirred for 10 minutes at room temperature. 0.95 g of 2-chloro-4,6-dimethoxytriazine was added to the resultant mixture, and the mixture was stirred for one day and one night at room temperature. After completing the reaction, the reaction liquor was poured into water, and was extracted with ethyl acetate. The extracted product was washed with wate...